Dataset: the Open Reaction Database (ORD), a public repository of structured organic reaction records. Task: describe an organic reaction: reactants, conditions, products, and yield The reactants are C(C)(=O)OCC (ethyl acetate), ClC1=NC(OC2=C1C=CC(=C2)[N+](=O)[O-])(C)C (4-chloro-2,2-dimethyl-7-nitro-2H-1,3-benzoxazine), FC1=CC=C(C=C1)B(O)O (4-fluorophenylboronic acid), C([O-])([O-])=O.[K+].[K+] (potassium carbonate). Reagents/catalysts: C1=CC=C(C=C1)P([C-]2C=CC=C2)C3=CC=CC=C3.C1=CC=C(C=C1)P([C-]2C=CC=C2)C3=CC=CC=C3.Cl[Pd]Cl.[Fe+2] ([1,1′-bis(diphenylphosphino)ferrocene]dichloropalladium(II)). Solvent: [Cl-].[Na+].O (brine), C(OC)COC (dimethoxyethane). Yields the product FC1=CC=C(C=C1)C1=NC(OC2=C1C=CC(=C2)[N+](=O)[O-])(C)C (4-(4-fluorophenyl)-2,2-dimethyl-7-nitro-2H-1,3-benzoxazine). Reaction SMILES: Cl[C:2]1[C:7]2[CH:8]=[CH:9][C:10]([N+:12]([O-:14])=[O:13])=[CH:11][C:6]=2[O:5][C:4]([CH3:16])([CH3:15])[N:3]=1.[F:17][C:18]1[CH:23]=[CH:22][C:21](B(O)O)=[CH:20][CH:19]=1.C(=O)([O-])[O-].[K+].[K+].C(OCC)(=O)C>C(COC)OC.[Cl-].[Na+].O.C1C=CC(P(C2C=CC=CC=2)[C-]2C=CC=C2)=CC=1.C1C=CC(P(C2C=CC=CC=2)[C-]2C=CC=C2)=CC=1.Cl[Pd]Cl.[Fe+2]>[F:17][C:18]1[CH:23]=[CH:22][C:21]([C:2]2[C:7]3[CH:8]=[CH:9][C:10]([N+:12]([O-:14])=[O:13])=[CH:11][C:6]=3[O:5][C:4]([CH3:16])([CH3:15])[N:3]=2)=[CH:20][CH:19]=1 |f:2.3.4,7.8.9,10.11.12.13|. Procedure: A mixture of the compound obtained in (1) described above (1.75 g), 4-fluorophenylboronic acid (1.53 g), potassium carbonate (1.55 g) and a catalytic amount of [1,1′-bis(diphenylphosphino)ferrocene]dichloropalladium(II) in dimethoxyethane (30 mL) was heated under reflux under nitrogen atmosphere overnight. After cooling to room temperature, to the reaction mixture was added ethyl acetate (30 mL) and saturated brine (30 mL). The organic layer was separated and washed with brine, dried over sodium...